Dataset: the Open Reaction Database (ORD), a public repository of structured organic reaction records. Task: describe an organic reaction: reactants, conditions, products, and yield Run in CO (methanol). Reactants: CCOCC (ether), t-butoxycarbonyl, C1(=CC=CC=C1)OC (anisole), FC(C(=O)O)(F)F (trifluoroacetic acid), CN(C(C(F)(F)F)=O)[Si](C)(C)C (N-methyl-N-trimethylsilyltrifluoroacetamide), FC(C(=O)O)(F)F (trifluoroacetic acid), C(C)#N (acetonitrile). Conditions: temperature 0 celsius, time 30 minute. Reported procedure: 3.58 g (12.7 mmol) of the t-butoxycarbonyl protected precursor was added to a -10° C. cold mixture of 1.38 ml (12.7 mmol) of anisole and 40 ml of trifluoroacetic acid. After stirring for 30 minutes at 0° C., the solvent was removed in vacuo and the residue was stirred with dry ether, collected by suction and dried in vacuo over phosphorous pentoxide; yield: 3.77 g. 2.59 ml (14.0 mmol) of N-methyl-N-trimethylsilyltrifluoroacetamide was added to a suspension of 1.38 g (4.65 mmol) of this trifluoro... As a reaction SMILES: [C:1]1([O:7]C)C=C[CH:4]=[CH:3][CH:2]=1.F[C:10](F)(F)[C:11]([OH:13])=O.C[N:17]([Si](C)(C)C)[C:18](=[O:23])[C:19](F)(F)F.CCOCC.C(#[N:35])C>CO>[OH:7][C:1]1[CH:2]=[C:3]([CH2:19][C:18]([NH:17][NH2:35])=[O:23])[CH:4]=[CH:10][C:11]=1[OH:13]. The product is OC=1C=C(C=CC1O)CC(=O)NN (3,4-Dihydroxyphenyl acethydrazide). Starting materials: COC(=O)C(NC(=O)OCC1c2ccccc2-c2ccccc21)c1ccc(OCCNC(=O)OC(C)(C)C)cc1, CCNCC. The product is COC(=O)C(N)c1ccc(OCCNC(=O)OC(C)(C)C)cc1. Reaction SMILES: [C:1]([CH3:2])([CH3:3])([CH3:4])[O:5][C:6](=[O:7])[NH:8][CH2:9][CH2:10][O:11][c:12]1[cH:13][cH:14][c:15]([CH:18]([C:19](=[O:20])[O:21][CH3:22])[NH:23][C:24]([O:25][CH2:26][CH:27]2[c:28]3[cH:29][cH:30][cH:31][cH:32][c:33]3-[c:34]3[c:35]2[cH:36][cH:37][cH:38][cH:39]3)=[O:40])[cH:16][cH:17]1.[CH2:41]([NH:42][CH2:43][CH3:44])[CH3:45]>>[C:1]([CH3:2])([CH3:3])([CH3:4])[O:5][C:6](=[O:7])[NH:8][CH2:9][CH2:10][O:11][c:12]1[cH:13][cH:14][c:15]([CH:18]([C:19](=[O:20])[O:21][CH3:22])[NH2:23])[cH:16][cH:17]1. The reactants are Cl (HCl), ( 1 ), CCN(C(C)C)C(C)C (DIEA), C(C=C)[C@@H](C(=O)O)CCCC ((S)-2-allylhexanoic acid), Cl.NCC(=O)OC (methyl 2-aminoacetate hydrochloride), C(CCl)Cl (EDC), C=1C=CC2=C(C1)N=NN2O (HOBt). Solvent: CN(C)C=O (DMF). Run at time 18 hour. Yields the product C(C=C)[C@@H](C(=O)NCC(=O)OC)CCCC ((S)-methyl 2-(2-allylhexanamido)acetate). Isolated yield 82.5%. RXN SMILES: CCN(C(C)C)C(C)C.[CH2:10]([C@H:13]([CH2:17][CH2:18][CH2:19][CH3:20])[C:14]([OH:16])=O)[CH:11]=[CH2:12].Cl.[NH2:22][CH2:23][C:24]([O:26][CH3:27])=[O:25].C(Cl)CCl.C1C=CC2N(O)N=NC=2C=1.Cl>CN(C=O)C>[CH2:10]([C@H:13]([CH2:17][CH2:18][CH2:19][CH3:20])[C:14]([NH:22][CH2:23][C:24]([O:26][CH3:27])=[O:25])=[O:16])[CH:11]=[CH2:12] |f:2.3|. Procedure details: Step B (1): DIEA (1.35 mL, 9.9 mmol) was added to a mixture of (S)-2-allylhexanoic acid (300 mg, 1.92 mmol), methyl 2-aminoacetate hydrochloride (254 mg, 2.02 mmol), EDC (387 mg, 2.02 mmol), HOBt (273 mg, 2.02 mmol) in DMF (15 mL) at room temperature. The mixture was stirred for 18 h. Poured the reaction mixture into 200 mL 1 M HCl. Extracted with EtOAc/Hex (95:5) (2×200 mL). Washed combined organic extracts with brine, dried with MgSO4, filtered and concentrated in vacuo. The residue was purifi... Reactants: CNC(=O)C1CCN(C(=O)OC(C)(C)C)CC1, C1CCOC1, Cc1ccccc1, COCCO[AlH2-]OCCOC, [Na+]. Yields the product CNCC1CCN(C(=O)OC(C)(C)C)CC1. As a reaction SMILES: [C:1]([CH3:2])([CH3:3])([CH3:4])[O:5][C:6](=[O:7])[N:8]1[CH2:9][CH2:10][CH:11]([C:14]([NH:15][CH3:16])=[O:17])[CH2:12][CH2:13]1.[CH2:37]1[O:38][CH2:39][CH2:40][CH2:41]1.[CH3:18][c:19]1[cH:20][cH:21][cH:22][cH:23][cH:24]1.[CH3:26][O:27][CH2:28][CH2:29][O:30][AlH2-:31][O:32][CH2:33][CH2:34][O:35][CH3:36].[Na+:25]>>[C:1]([CH3:2])([CH3:3])([CH3:4])[O:5][C:6](=[O:7])[N:8]1[CH2:9][CH2:10][CH:11]([CH2:14][NH:15][CH3:16])[CH2:12][CH2:13]1.